Dataset: the Open Reaction Database (ORD), a public repository of structured organic reaction records. Task: describe an organic reaction: reactants, conditions, products, and yield The reactants are BrC=1C(=C2C(=NC1)NC=C2NC(=O)[C@H]2[C@@H](C2)C2=CC=CC=C2)F (trans-N-(5-Bromo-4-fluoro-1H-pyrrolo[2,3-b]pyridin-3-yl)-2-phenylcyclopropanecarboxamide), N1C[C@@H](CCC1)NC(OC(C)(C)C)=O ((R)-tert-butyl piperidin-3-ylcarbamate). Solvent: C(C)(CC)O (s-BuOH). Yields the product BrC=1C(=C2C(=NC1)NC=C2NC(=O)[C@H]2[C@@H](C2)C2=CC=CC=C2)N2C[C@@H](CCC2)NC(OC(C)(C)C)=O (tert-butyl (R)-1-(5-bromo-3-(trans-2-phenylcyclopropanecarboxamido)-1H-pyrrolo[2,3-b]pyridin-4-yl)piperidin-3-ylcarbamate). Yield: 48.3%. Reaction SMILES: [Br:1][C:2]1[C:3](F)=[C:4]2[C:10]([NH:11][C:12]([C@@H:14]3[CH2:16][C@H:15]3[C:17]3[CH:22]=[CH:21][CH:20]=[CH:19][CH:18]=3)=[O:13])=[CH:9][NH:8][C:5]2=[N:6][CH:7]=1.[NH:24]1[CH2:29][CH2:28][CH2:27][C@@H:26]([NH:30][C:31](=[O:37])[O:32][C:33]([CH3:36])([CH3:35])[CH3:34])[CH2:25]1>C(O)(CC)C>[Br:1][C:2]1[C:3]([N:24]2[CH2:29][CH2:28][CH2:27][C@@H:26]([NH:30][C:31](=[O:37])[O:32][C:33]([CH3:35])([CH3:34])[CH3:36])[CH2:25]2)=[C:4]2[C:10]([NH:11][C:12]([C@@H:14]3[CH2:16][C@H:15]3[C:17]3[CH:22]=[CH:21][CH:20]=[CH:19][CH:18]=3)=[O:13])=[CH:9][NH:8][C:5]2=[N:6][CH:7]=1. Procedure details: trans-N-(5-Bromo-4-fluoro-1H-pyrrolo[2,3-b]pyridin-3-yl)-2-phenylcyclopropanecarboxamide (500 mg, 1.34 mmol) and (R)-tert-butyl piperidin-3-ylcarbamate (1338 mg, 6.68 mmol) in s-BuOH (5 mL) were heated to 135° C. in a sealed tube for 24 hours. After cooling down, the residue was concentrated and purified by reverse phase chromatography (SP4, 25M, water/ACN 80/20→0/100, 30 CV) to yield tert-butyl (R)-1-(5-bromo-3-(trans-2-phenylcyclopropanecarboxamido)-1H-pyrrolo[2,3-b]pyridin-4-yl)piperidin-3-yl... Starting materials: C1=C(C=CC2=CC=CC=C12)O (2-naphthol), C(C)OC(C(C(=O)OCC)Cl)=O (diethylchloromalonate), C([O-])([O-])=O.[K+].[K+] (potassium carbonate). Run in CC(=O)C (acetone). The product is C(C)OC(C(C(=O)OCC)OC1=CC2=CC=CC=C2C=C1)=O (2-(2-Naphthyloxy)propanedioic acid diethyl ester). The yield is 92.6%. Reaction SMILES: [CH:1]1[C:10]2[C:5](=[CH:6][CH:7]=[CH:8][CH:9]=2)[CH:4]=[CH:3][C:2]=1[OH:11].[CH2:12]([O:14][C:15](=[O:23])[CH:16](Cl)[C:17]([O:19][CH2:20][CH3:21])=[O:18])[CH3:13].C(=O)([O-])[O-].[K+].[K+]>CC(C)=O>[CH2:12]([O:14][C:15](=[O:23])[CH:16]([O:11][C:2]1[CH:3]=[CH:4][C:5]2[C:10](=[CH:9][CH:8]=[CH:7][CH:6]=2)[CH:1]=1)[C:17]([O:19][CH2:20][CH3:21])=[O:18])[CH3:13] |f:2.3.4|. Reported procedure: This compound was prepared following Procedure 33. Thus, a mixture of 43.2 g (0.3 mole) of 2-naphthol, 70 g (0.36 mole) of diethylchloromalonate and 69.1 g (0.5 mole) of anhydous potassium carbonate in 750 ml of acetone gave 84.0 g (93%) of a tan solid. An analytical sample, mp 57°-58.5° C. (lit.1 mp 57°-58° C.), was recrystallized from isopropyl ether.